Dataset: the Open Reaction Database (ORD), a public repository of structured organic reaction records. Task: describe an organic reaction: reactants, conditions, products, and yield The reactants are C(C)OC=1C(C(C1NC=1C=NC=CC1)=O)=O (3-ethoxy-4-(pyridin-3-yl-amino)-3-cyclobutene-1,2-dione), ClC1=CC=C(C=C1)NCCCCCCN (N-(4-chlorophenyl)-hexane-1,6-diamine). Product: ClC1=CC=C(C=C1)NCCCCCCNC=1C(C(C1NC=1C=NC=CC1)=O)=O (3-[6-(4-Chlorophenylamino)-hexylamino]-4-(pyridin-3-yl-amino)-cyclobut-3-ene-1,2-dione). The yield is 86.0%. RXN SMILES: C(O[C:4]1[C:5](=[O:16])[C:6](=[O:15])[C:7]=1[NH:8][C:9]1[CH:10]=[N:11][CH:12]=[CH:13][CH:14]=1)C.[Cl:17][C:18]1[CH:23]=[CH:22][C:21]([NH:24][CH2:25][CH2:26][CH2:27][CH2:28][CH2:29][CH2:30][NH2:31])=[CH:20][CH:19]=1>>[Cl:17][C:18]1[CH:19]=[CH:20][C:21]([NH:24][CH2:25][CH2:26][CH2:27][CH2:28][CH2:29][CH2:30][NH:31][C:4]2[C:5](=[O:16])[C:6](=[O:15])[C:7]=2[NH:8][C:9]2[CH:10]=[N:11][CH:12]=[CH:13][CH:14]=2)=[CH:22][CH:23]=1. Procedure details: The title compound was prepared according to the procedure described in example 1B starting from 3-ethoxy-4-(pyridin-3-yl-amino)-3-cyclobutene-1,2-dione prepared according to example 1A and N-(4-chlorophenyl)-hexane-1,6-diamine. The reactants are C(C)(C)(C)OC(=O)NC(C(=O)OC)=CC1=CC=C(C=C1)C=1SC(=CN1)C1=CC=C(C=C1)OCCCCCCC (Methyl 2-((tert-butoxycarbonyl)amino)-3-(4-(5-(4-(heptyloxy)phenyl) thiazol-2-yl)phenyl)acrylate), [H][H] (hydrogen). The reagents and catalysts are [Pd] (Pd/C). The solvent is O1CCOCC1 (dioxane). The product is C(C)(C)(C)OC(=O)NC(C(=O)OC)CC1=CC=C(C=C1)C=1SC(=CN1)C1=CC=C(C=C1)OCCCCCCC (methyl 2-((tert-butoxycarbonyl)amino)-3-(4-(5-(4-(heptyloxy)phenyl) thiazol-2-yl)phenyl)propanoate). The yield is 41.8%. RXN SMILES: [C:1]([O:5][C:6]([NH:8][C:9](=[CH:14][C:15]1[CH:20]=[CH:19][C:18]([C:21]2[S:22][C:23]([C:26]3[CH:31]=[CH:30][C:29]([O:32][CH2:33][CH2:34][CH2:35][CH2:36][CH2:37][CH2:38][CH3:39])=[CH:28][CH:27]=3)=[CH:24][N:25]=2)=[CH:17][CH:16]=1)[C:10]([O:12][CH3:13])=[O:11])=[O:7])([CH3:4])([CH3:3])[CH3:2].[H][H]>O1CCOCC1.[Pd]>[C:1]([O:5][C:6]([NH:8][CH:9]([CH2:14][C:15]1[CH:20]=[CH:19][C:18]([C:21]2[S:22][C:23]([C:26]3[CH:31]=[CH:30][C:29]([O:32][CH2:33][CH2:34][CH2:35][CH2:36][CH2:37][CH2:38][CH3:39])=[CH:28][CH:27]=3)=[CH:24][N:25]=2)=[CH:17][CH:16]=1)[C:10]([O:12][CH3:13])=[O:11])=[O:7])([CH3:2])([CH3:4])[CH3:3]. Procedure details: A stirring mixture of Methyl 2-((tert-butoxycarbonyl)amino)-3-(4-(5-(4-(heptyloxy)phenyl) thiazol-2-yl)phenyl)acrylate (50 mg, 0.091 mmol) dissolved in dioxane (5 mL) was hydrogenated using an H-Cube hydrogenator (10% Pd/C, 30×4 mm, full hydrogen, 40° C., 1 mL/min). The reaction mixture was concentrated in vacuo to afford 21 mg (29%) of methyl 2-((tert-butoxycarbonyl)amino)-3-(4-(5-(4-(heptyloxy)phenyl) thiazol-2-yl)phenyl)propanoate as a yellow solid. LCMS-ESI (m/z) calculated for C31H40N2O5S: ... Starting materials: FC1=CC=C(C=C1)C(C)(C)N1CCNCC1 (1-[1-(4-fluorophenyl)-1-methyl-ethyl]piperazine), ClC=1C=CC=2N(N1)C(=NN2)C(F)F (6-chloro-3-(difluoromethyl)-[1,2,4]-triazolo[4,3-b]pyridazine). Yields the product FC(C1=NN=C2N1N=C(C=C2)N2CCN(CC2)C(C)(C)C2=CC=C(C=C2)F)F (3-(difluoromethyl)-6-[4-[1-(4-fluorophenyl)-1-methylethyl]piperazin-1-yl][1,2,4]triazolo[4,3-b]pyridazine). Isolated yield 62.0%. RXN SMILES: [F:1][C:2]1[CH:7]=[CH:6][C:5]([C:8]([N:11]2[CH2:16][CH2:15][NH:14][CH2:13][CH2:12]2)([CH3:10])[CH3:9])=[CH:4][CH:3]=1.Cl[C:18]1[CH:19]=[CH:20][C:21]2[N:22]([C:24]([CH:27]([F:29])[F:28])=[N:25][N:26]=2)[N:23]=1>>[F:29][CH:27]([F:28])[C:24]1[N:22]2[N:23]=[C:18]([N:14]3[CH2:13][CH2:12][N:11]([C:8]([C:5]4[CH:6]=[CH:7][C:2]([F:1])=[CH:3][CH:4]=4)([CH3:10])[CH3:9])[CH2:16][CH2:15]3)[CH:19]=[CH:20][C:21]2=[N:26][N:25]=1. Procedure: A mixture of 1-[1-(4-fluorophenyl)-1-methyl-ethyl]piperazine (obtained as described in J. Med. Chem. 2007, 50, 3528) and 6-chloro-3-(difluoromethyl)-[1,2,4]-triazolo[4,3-b]pyridazine was allowed to react by an analogous method to Example 269 to give 3-(difluoromethyl)-6-[4-[1-(4-fluorophenyl)-1-methylethyl]piperazin-1-yl][1,2,4]triazolo[4,3-b]pyridazine in 62% yield. Reactants: ClC=1C=CC=2N(N1)C(=CN2)C(C)C2=CC1=C(N=CN1C)C=C2 ((rac)-6-Chloro-3-[1-(3-methyl-3H-benzoimidazol-5-yl)-ethyl]-imidazo[1,2-b]pyridazine), O1C(CCCC1)OCCN1N=CC(=C1)B1OC(C(O1)(C)C)(C)C (1-[2-(tetrahydro-pyran-2-yloxy)-ethyl]-4-(4,4,5,5-tetramethyl-[1,3 ,2]dioxaborolan-2-yl)-1H-pyrazole). The product is CN1C=NC2=C1C=C(C=C2)C(C)C2=CN=C1N2N=C(C=C1)C=1C=NN(C1)CCOC1OCCCC1 ((rac)-3-[1-(3-Methyl-3H-benzoimidazol-5-yl)-ethyl]-6-{1-[2-(tetrahydro-pyran-2-yloxy)-ethyl]-1H-pyrazol-4-yl}-imidazo[1,2-b]pyridazine). Run in COCCOC (DME). RXN SMILES: Cl[C:2]1[CH:3]=[CH:4][C:5]2[N:6]([C:8]([CH:11]([C:13]3[CH:22]=[CH:21][C:16]4[N:17]=[CH:18][N:19]([CH3:20])[C:15]=4[CH:14]=3)[CH3:12])=[CH:9][N:10]=2)[N:7]=1.[O:23]1[CH2:28][CH2:27][CH2:26][CH2:25][CH:24]1[O:29][CH2:30][CH2:31][N:32]1[CH:36]=[C:35](B2OC(C)(C)C(C)(C)O2)[CH:34]=[N:33]1>COCCOC>[CH3:20][N:19]1[C:15]2[CH:14]=[C:13]([CH:11]([C:8]3[N:6]4[N:7]=[C:2]([C:35]5[CH:34]=[N:33][N:32]([CH2:31][CH2:30][O:29][CH:24]6[CH2:25][CH2:26][CH2:27][CH2:28][O:23]6)[CH:36]=5)[CH:3]=[CH:4][C:5]4=[N:10][CH:9]=3)[CH3:12])[CH:22]=[CH:21][C:16]=2[N:17]=[CH:18]1. Reported procedure: (rac)-6-Chloro-3-[1-(3-methyl-3H-benzoimidazol-5-yl)-ethyl]-imidazo[1,2-b]pyridazine (Stage 185.2, 525 mg, 1.381 mmol) was introduced in a microwave reactor together with 1-[2-(tetrahydro-pyran-2-yloxy)-ethyl]-4-(4,4,5,5-tetramethyl-[1,3 ,2]dioxaborolan-2-yl)-1H-pyrazole (Stage 171.4, 667 mg, 2.071 mmol) and DME (9 mL). The mixture was purged with Argon for 5 min. Pd(PPh3)2Cl2 (38.8 mg) and 2 M K2CO3 (1.864 mL) were added and the mixture was flushed with Argon before being sealed. It was then he... Conditions: temperature 90 celsius. The reactants are BrC[C@H](O)C=1C=CC2=C(COC(O2)(C)C)C1 ((R)-2-Bromo-1-(2,2-dimethyl-4H-benzo[1,3]dioxin-6-yl)ethanol), N1C=NC=C1 (imidazole), [Si](C)(C)(C(C)(C)C)Cl (tert-butyldimethylsilyl chloride). Run in CN(C)C=O (DMF). Reaction conditions: time 18 hour. Product: BrC[C@H](O[Si](C)(C)C(C)(C)C)C=1C=CC2=C(COC(O2)(C)C)C1 ([(R)-2-Bromo-1-(2,2-dimethyl-4H-benzo[1,3]dioxin-6-yl)ethoxy]-tert-butyldimethylsilane). RXN SMILES: [Br:1][CH2:2][C@@H:3]([C:5]1[CH:6]=[CH:7][C:8]2[O:13][C:12]([CH3:15])([CH3:14])[O:11][CH2:10][C:9]=2[CH:16]=1)[OH:4].N1C=CN=C1.[Si:22](Cl)([C:25]([CH3:28])([CH3:27])[CH3:26])([CH3:24])[CH3:23]>CN(C=O)C>[Br:1][CH2:2][C@@H:3]([C:5]1[CH:6]=[CH:7][C:8]2[O:13][C:12]([CH3:14])([CH3:15])[O:11][CH2:10][C:9]=2[CH:16]=1)[O:4][Si:22]([C:25]([CH3:28])([CH3:27])[CH3:26])([CH3:24])[CH3:23]. Procedure details: To the product of step (d) (10 g, 34.8 mmol) and imidazole (4.7 g, 69.7 mmol) dissolved in 100 mL DMF was added tert-butyldimethylsilyl chloride (5.78 g, 38.3 mmol). The reaction mixture was stirred for 18 hours. The reaction mixture was then partitioned between 200 mL of saturated sodium chloride and 200 mL of diethyl ether. The aqueous layer was extracted with 200 mL of diethyl ether. The organic layers were then combined, washed with saturated sodium chloride (3×100 mL), dried over MgSO4 and ... Reactants: CCCCO, CCCCCC, Cc1cc(=O)c(C(=O)O)nn1-c1ccc(I)cc1, O=S(Cl)Cl. Yields the product CCCCOC(=O)c1nn(-c2ccc(I)cc2)c(C)cc1=O. As a reaction SMILES: [CH2:1]([CH2:2][CH2:3][CH3:4])[OH:5].[CH3:28][CH2:29][CH2:30][CH2:31][CH2:32][CH3:33].[I:10][c:11]1[cH:12][cH:13][c:14](-[n:17]2[n:18][c:19]([C:25](=[O:26])[OH:27])[c:20](=[O:24])[cH:21][c:22]2[CH3:23])[cH:15][cH:16]1.[S:6]([Cl:7])([Cl:8])=[O:9]>>[CH2:1]([CH2:2][CH2:3][CH3:4])[O:27][C:25]([c:19]1[n:18][n:17](-[c:14]2[cH:13][cH:12][c:11]([I:10])[cH:16][cH:15]2)[c:22]([CH3:23])[cH:21][c:20]1=[O:24])=[O:26]. Reactants: Br, O=Cc1ccc(OC2CCCC2)c2oc3cc[n+]([O-])cc3c12, [Na+], [OH-], O. The product is O=Cc1ccc(O)c2oc3cc[n+]([O-])cc3c12. RXN SMILES: [BrH:25].[CH:1]1([O:6][c:7]2[cH:8][cH:9][c:10]([CH:21]=[O:22])[c:11]3[c:12]2[o:13][c:14]2[c:15]3[cH:16][n+:17]([O-:20])[cH:18][cH:19]2)[CH2:2][CH2:3][CH2:4][CH2:5]1.[Na+:24].[OH-:23].[OH2:26]>>[OH:6][c:7]1[cH:8][cH:9][c:10]([CH:21]=[O:22])[c:11]2[c:12]1[o:13][c:14]1[c:15]2[cH:16][n+:17]([O-:20])[cH:18][cH:19]1. Starting materials: C(C)(C)(C)O[K] (tBuOK), COC=1C=NC=2C=CC=C(C2N1)C=O (3-methoxy-5-quinoxalinecarboxaldehyde). The reagents and catalysts are [Br-].C[P+](C1=CC=CC=C1)(C1=CC=CC=C1)C1=CC=CC=C1 (methyltriphenylphosphonium bromide). The solvent is C1CCOC1 (THF), C1CCOC1 (THF), CCOCC (ether). Run at time 1 hour. Product: COC1=NC2=C(C=CC=C2N=C1)C=C (2-methoxy-8-vinyl-quinoxaline). The yield is 88.0%. RXN SMILES: [C:1](O[K])(C)(C)C.[CH3:7][O:8][C:9]1[CH:10]=[N:11][C:12]2[CH:13]=[CH:14][CH:15]=[C:16]([CH:19]=O)[C:17]=2[N:18]=1>[Br-].C[P+](C1C=CC=CC=1)(C1C=CC=CC=1)C1C=CC=CC=1.C1COCC1.CCOCC>[CH3:7][O:8][C:9]1[CH:10]=[N:11][C:12]2[C:17](=[C:16]([CH:19]=[CH2:1])[CH:15]=[CH:14][CH:13]=2)[N:18]=1 |f:2.3|. Procedure details: A suspension of methyltriphenylphosphonium bromide (22.78 g) in THF (200 mL) was treated with tBuOK (7.15 g) and further stirred at rt for 1 h. The mixture was cooled to 0° C. and treated with a solution of 3-methoxy-5-quinoxalinecarboxaldehyde (10.0 g; prepared according to WO 2006/021448) in THF (100 mL). The mixture was further stirred at rt for 3 h, diluted with ether and washed with water and an aq. sat. NH4Cl solution. The org. phase was dried over MgSO4 and concentrated under reduced pres... Starting materials: ClCCl, CSCCC(C(=O)O)N1Cc2c(cccc2C(F)(F)F)C1=O, CC1(C)OCC(c2cnc(N)cn2)O1, CN(C)C=O, CO, O=C(Cl)C(=O)Cl, Cc1cccc(C)n1. Yields the product CSCCC(C(=O)Nc1cnc(C2COC(C)(C)O2)cn1)N1Cc2c(cccc2C(F)(F)F)C1=O. As a reaction SMILES: [CH2:51]([Cl:52])[Cl:53].[CH3:1][S:2][CH2:3][CH2:4][CH:5]([C:6](=[O:7])[OH:8])[N:9]1[C:10](=[O:22])[c:11]2[cH:12][cH:13][cH:14][c:15]([C:18]([F:19])([F:20])[F:21])[c:16]2[CH2:17]1.[CH3:29][C:30]1([CH3:42])[O:31][CH2:32][CH:33]([c:35]2[n:36][cH:37][c:38]([NH2:41])[n:39][cH:40]2)[O:34]1.[CH3:54][N:55]([CH3:56])[CH:57]=[O:58].[CH3:59][OH:60].[Cl:23][C:24]([C:25]([Cl:26])=[O:27])=[O:28].[n:43]1[c:44]([CH3:45])[cH:46][cH:47][cH:48][c:49]1[CH3:50]>>[CH3:1][S:2][CH2:3][CH2:4][CH:5]([C:6](=[O:7])[NH:41][c:38]1[cH:37][n:36][c:35]([CH:33]2[CH2:32][O:31][C:30]([CH3:29])([CH3:42])[O:34]2)[cH:40][n:39]1)[N:9]1[C:10](=[O:22])[c:11]2[cH:12][cH:13][cH:14][c:15]([C:18]([F:19])([F:20])[F:21])[c:16]2[CH2:17]1.